From a dataset of the Open Reaction Database (ORD), a public repository of structured organic reaction records. describe an organic reaction: reactants, conditions, products, and yield Starting materials: CC(C)C(=O)Nc1cccc(C2CCN(CCC(N)c3ccccc3)CC2)c1, O=C(Cl)c1cccc2ccccc12. Product: CC(C)C(=O)Nc1cccc(C2CCN(CCC(NC(=O)c3cccc4ccccc34)c3ccccc3)CC2)c1. As a reaction SMILES: [NH2:1][CH:2]([CH2:3][CH2:4][N:5]1[CH2:6][CH2:7][CH:8]([c:11]2[cH:12][c:13]([NH:17][C:18]([CH:19]([CH3:20])[CH3:21])=[O:22])[cH:14][cH:15][cH:16]2)[CH2:9][CH2:10]1)[c:23]1[cH:24][cH:25][cH:26][cH:27][cH:28]1.[c:29]1([C:39](=[O:40])[Cl:41])[cH:30][cH:31][cH:32][c:33]2[cH:34][cH:35][cH:36][cH:37][c:38]12>>[NH:1]([CH:2]([CH2:3][CH2:4][N:5]1[CH2:6][CH2:7][CH:8]([c:11]2[cH:12][c:13]([NH:17][C:18]([CH:19]([CH3:20])[CH3:21])=[O:22])[cH:14][cH:15][cH:16]2)[CH2:9][CH2:10]1)[c:23]1[cH:24][cH:25][cH:26][cH:27][cH:28]1)[C:39]([c:29]1[cH:30][cH:31][cH:32][c:33]2[cH:34][cH:35][cH:36][cH:37][c:38]12)=[O:40]. Reactants: C(C)(C)(C)OC(=O)N1CCC=2C(=NNC2CC1)C1=CC=C(C=C1)Cl (3-(4-chloro-phenyl)-4,5,7,8-tetrahydro-1H-1,2,6-triaza-azulene-6-carboxylic acid tert-butyl ester), COC1=CC=C(CCl)C=C1 (4-methoxybenzyl chloride). Product: ClC1=CC=C(C=C1)C1=NN(C=2CCNCCC12)CC1=CC=C(C=C1)OC (3-(4-Chloro-phenyl)-1-(4-methoxy-benzyl)-1,4,5,6,7,8-hexahydro-1,2,6-triaza-azulene). The yield is 27.2%. As a reaction SMILES: C(OC([N:8]1[CH2:17][CH2:16][C:15]2[NH:14][N:13]=[C:12]([C:18]3[CH:23]=[CH:22][C:21]([Cl:24])=[CH:20][CH:19]=3)[C:11]=2[CH2:10][CH2:9]1)=O)(C)(C)C.[CH3:25][O:26][C:27]1[CH:34]=[CH:33][C:30]([CH2:31]Cl)=[CH:29][CH:28]=1>>[Cl:24][C:21]1[CH:20]=[CH:19][C:18]([C:12]2[C:11]3[CH2:10][CH2:9][NH:8][CH2:17][CH2:16][C:15]=3[N:14]([CH2:31][C:30]3[CH:33]=[CH:34][C:27]([O:26][CH3:25])=[CH:28][CH:29]=3)[N:13]=2)=[CH:23][CH:22]=1. Procedure: The title compound (0.1 g) was prepared from 3-(4-chloro-phenyl)-4,5,7,8-tetrahydro-1H-1,2,6-triaza-azulene-6-carboxylic acid tert-butyl ester (Example 103, Step B; 1 mmol) using 4-methoxybenzyl chloride (1.5 mmol) in place of 2-chloromethyl-thiophene. MS (ESI): exact mass calculated for C21H22ClN3O, 367.15. found, m/z 368.1 [M+H]+. 1H NMR (400 MHz, CD3OD): 7.41-7.39 (m, 2H), 7.31 (d, J=7.7 Hz, 2H), 6.70 (d, J=7.7 Hz, 2H), 5.36 (s, 2H), 3.60 (s, 3H), 3.33-3.31 (br m, 2H), 3.21-3.19 (br m, 2H), 3... Reactants: C1(CCCCCO1)=O (ε-caprolactone), CCCCC(CC)C(=O)[O-].CCCCC(CC)C(=O)[O-].[Sn+2] (stannous octoate), C1C(=O)OCC(=O)O1 (glycolide), O1C(COCC1)=O (p-dioxanone). The solvent is C(C(F)(F)F)(C(F)(F)F)O (HFIP), C(COCCO)O (diethylene glycol). Product: C1(CCCCCO1)=O.C1C(=O)OCC(=O)O1.O1C(COCC1)=O (ε-CAPROLACTONE GLYCOLIDE p-DIOXANONE). RXN SMILES: [C:1]1(=[O:8])[O:7][CH2:6][CH2:5][CH2:4][CH2:3][CH2:2]1.[CH2:9]1[O:16][C:14](=[O:15])[CH2:13][O:12][C:10]1=[O:11].[O:17]1[CH2:22][CH2:21][O:20][CH2:19][C:18]1=[O:23].CCCCC(C([O-])=O)CC.CCCCC(C([O-])=O)CC.[Sn+2]>C(O)(C(F)(F)F)C(F)(F)F.C(O)COCCO>[C:1]1(=[O:8])[O:7][CH2:6][CH2:5][CH2:4][CH2:3][CH2:2]1.[CH2:9]1[O:16][C:14](=[O:15])[CH2:13][O:12][C:10]1=[O:11].[O:17]1[CH2:22][CH2:21][O:20][CH2:19][C:18]1=[O:23] |f:3.4.5,8.9.10|. Procedure: The procedure described in Example 2 is substantially reproduced with 45.66 gm (0.40 mole) of ε-caprolactone, 63.84 gm (0.55 mole) of glycolide, 5.10 gm (0.05 mole) of p-dioxanone, 0.114 ml (1.20 mmole/mole of total monomer) of distilled diethylene glycol and 0.0673 ml stannous octoate (0.33 molar solution is toluene). A weight loss of 1.6% is observed when the polymer is devolatilized at 110° C. under high vacuum. The I.V. of the copolymer is 1.51 dl/g in HFIP and the mole ratio of PCL/PGA/PDS ...